Dataset: the Open Reaction Database (ORD), a public repository of structured organic reaction records. Task: describe an organic reaction: reactants, conditions, products, and yield Reactants: OC[C@@H](C)N1C(C2=CC=CC=C2C1=O)=O ((R)-2-(2-hydroxy-1-methylethyl)-1H-isoindole-1,3(2H)-dione), C1(=CC=CC=C1)P(C1=CC=CC=C1)C1=CC=CC=C1 (triphenylphosphine), FC1=C(C=C(C=C1)F)O (2,5-difluorophenol), CCOC(=O)/N=N/C(=O)OCC (diethylazodicarboxylate). Reaction conditions: time 8 hour. The product is FC1=C(OC[C@@H](C)N2C(C3=CC=CC=C3C2=O)=O)C=C(C=C1)F ((R)-2-[2-(2,5-difluorophenoxy)-1-methylethyl]-1H-isoindole-1,3(2H)-dione). Yield: 63.9%. Reaction SMILES: [OH:1][CH2:2][C@H:3]([N:5]1[C:13](=[O:14])[C:12]2[C:7](=[CH:8][CH:9]=[CH:10][CH:11]=2)[C:6]1=[O:15])[CH3:4].C1(P(C2C=CC=CC=2)C2C=CC=CC=2)C=CC=CC=1.[F:35][C:36]1[CH:41]=[CH:40][C:39]([F:42])=[CH:38][C:37]=1O.CCOC(/N=N/C(OCC)=O)=O>>[F:35][C:36]1[CH:41]=[CH:40][C:39]([F:42])=[CH:38][C:37]=1[O:1][CH2:2][C@H:3]([N:5]1[C:13](=[O:14])[C:12]2[C:7](=[CH:8][CH:9]=[CH:10][CH:11]=2)[C:6]1=[O:15])[CH3:4]. Reported procedure: A solution of 15.8 g (77 mmol) of (R)-2-(2-hydroxy-1-methylethyl)-1H-isoindole-1,3(2H)-dione, 24.2 g (92 mmol) of triphenylphosphine and 10.0 g (77 mmol) of 2,5-difluorophenol was stirred while 18.2 mL (116 mmol) of diethylazodicarboxylate was added dropwise. After stirring at ambient temperature overnight, solvent was removed and the residue was dissolved in ethyl acetate. The ethyl acetate was washed with water and brine. Drying (MgSO4) and removal of solvent gave an oil which was chromatograp...